describe an organic reaction: reactants, conditions, products, and yield From a dataset of the Open Reaction Database (ORD), a public repository of structured organic reaction records. RXN SMILES: Br[C:2]1[C:3]2[CH2:10][CH2:9][CH:8]([NH:11][C:12](=[O:15])[CH2:13][CH3:14])[C:4]=2[CH:5]=[N:6][CH:7]=1.[CH3:16][N:17]1[C:26]2[C:21](=[CH:22][C:23](B3OC(C)(C)C(C)(C)O3)=[CH:24][CH:25]=2)[CH2:20][CH2:19][C:18]1=[O:36]>>[CH3:16][N:17]1[C:26]2[C:21](=[CH:22][C:23]([C:2]3[C:3]4[CH2:10][CH2:9][CH:8]([NH:11][C:12](=[O:15])[CH2:13][CH3:14])[C:4]=4[CH:5]=[N:6][CH:7]=3)=[CH:24][CH:25]=2)[CH2:20][CH2:19][C:18]1=[O:36]. Procedure details: In analogy to the procedure described for the preparation of intermediate A-2 [E], (rac)-N-(4-bromo-6,7-dihydro-5H-cyclopenta[c]pyridin-7-yl)propionamide (intermediate A-3) was reacted with 1-methyl-6-(4,4,5,5-tetramethyl-1,3,2-dioxaborolan-2-yl)-3,4-dihydroquinolin-2(1H)-one (intermediate A-1) to give the title compound as an off-white powder in 87% yield. MS: 350.2 (M+H+). Starting materials: BrC=1C2=C(C=NC1)C(CC2)NC(CC)=O ((rac)-N-(4-bromo-6,7-dihydro-5H-cyclopenta[c]pyridin-7-yl)propionamide), CN1C(CCC2=CC(=CC=C12)B1OC(C(O1)(C)C)(C)C)=O (1-methyl-6-(4,4,5,5-tetramethyl-1,3,2-dioxaborolan-2-yl)-3,4-dihydroquinolin-2(1H)-one). Product: CN1C(CCC2=CC(=CC=C12)C=1C2=C(C=NC1)C(CC2)NC(CC)=O)=O ((rac)-N-(4-(1-Methyl-2-oxo-1,2,3,4-tetrahydroquinolin-6-yl)-6,7-dihydro-5H-cyclopenta[c]pyridin-7-yl)propionamide). Yield: 87.0%. Starting materials: BrC1=C(C(=CC(=C1)F)Br)F (1,3-dibromo-2,5-difluorobenzene), C(C1=CC=CC=C1)(C1=CC=CC=C1)=N (benzophenone imine), CC(C)([O-])C.[Na+] (sodium tert-butoxide), C1=CC=C(C=C1)P(C2=CC=CC=C2)C3=C(C4=CC=CC=C4C=C3)C5=C(C=CC6=CC=CC=C65)P(C7=CC=CC=C7)C8=CC=CC=C8 ((S)-BINAP), Cl (HCl). The reagents and catalysts are C=1C=CC(=CC1)/C=C/C(=O)/C=C/C2=CC=CC=C2.C=1C=CC(=CC1)/C=C/C(=O)/C=C/C2=CC=CC=C2.C=1C=CC(=CC1)/C=C/C(=O)/C=C/C2=CC=CC=C2.[Pd].[Pd] (Pd2(dba)3), [Pd] (palladium). Run in C1CCOC1 (THF), CCOCC (Et2O). Reaction conditions: time 1.5 hour. Yields the product BrC=1C(=C(N)C=C(C1)F)F (3-bromo-2,5-difluoroaniline). The yield is 55.8%. Reaction SMILES: [Br:1][C:2]1[CH:7]=[C:6]([F:8])[CH:5]=[C:4](Br)[C:3]=1[F:10].C(=[NH:24])(C1C=CC=CC=1)C1C=CC=CC=1.CC(C)([O-])C.[Na+].C1C=CC(P(C2C=CC3C(=CC=CC=3)C=2C2C3C(=CC=CC=3)C=CC=2P(C2C=CC=CC=2)C2C=CC=CC=2)C2C=CC=CC=2)=CC=1.Cl>CCOCC.C1COCC1.C1C=CC(/C=C/C(/C=C/C2C=CC=CC=2)=O)=CC=1.C1C=CC(/C=C/C(/C=C/C2C=CC=CC=2)=O)=CC=1.C1C=CC(/C=C/C(/C=C/C2C=CC=CC=2)=O)=CC=1.[Pd].[Pd].[Pd]>[Br:1][C:2]1[C:3]([F:10])=[C:4]([CH:5]=[C:6]([F:8])[CH:7]=1)[NH2:24] |f:2.3,8.9.10.11.12|. Procedure details: A mixture of 1,3-dibromo-2,5-difluorobenzene (4 g, 14.7 mmol), benzophenone imine (2.6 mL, 15.5 mmol), sodium tert-butoxide (2.1 g, 22.1 mmol), (S)-BINAP (1.4 g, 2.2 mmol), in toluene (15 mL) was sparged with Argon and charged with Pd2(dba)3 (0.67 g, 0.74 mmol). The reaction was then sealed and irradiated at 100° C. for 30 minutes in a microwave reactor. The reaction mixture was diluted with Et2O and stirred for 2 hours with a palladium scavenger (Siliabond DMT). The mixture was filtered through... Reactants: C(C1=CC=CC=C1)OC=1C=C(CN(S(=O)(=O)C2=CC=CC=C2)C)C=CC1[N+](=O)[O-] (N-(3-Benzyloxy-4-nitrobenzyl)-N-methylbenzenesulfonamide). Reagents/catalysts: [Pt]=O (platinum oxide), [Pt]=O (platinum oxide), [Pt]=O (platinum oxide). Solvent: CCOC(=O)C (EtOAc), CCOC(=O)C (EtOAc). Run at time 50 minute. Yields the product NC1=C(C=C(CN(S(=O)(=O)C2=CC=CC=C2)C)C=C1)OCC1=CC=CC=C1 (N-(4-Amino-3-benzyloxybenzyl)-N-methylbenzenesulfonamide). Reaction SMILES: [CH2:1]([O:8][C:9]1[CH:10]=[C:11]([CH:24]=[CH:25][C:26]=1[N+:27]([O-])=O)[CH2:12][N:13]([CH3:23])[S:14]([C:17]1[CH:22]=[CH:21][CH:20]=[CH:19][CH:18]=1)(=[O:16])=[O:15])[C:2]1[CH:7]=[CH:6][CH:5]=[CH:4][CH:3]=1>CCOC(C)=O.[Pt]=O>[NH2:27][C:26]1[CH:25]=[CH:24][C:11]([CH2:12][N:13]([CH3:23])[S:14]([C:17]2[CH:22]=[CH:21][CH:20]=[CH:19][CH:18]=2)(=[O:16])=[O:15])=[CH:10][C:9]=1[O:8][CH2:1][C:2]1[CH:7]=[CH:6][CH:5]=[CH:4][CH:3]=1. Reported procedure: To a suspension of N-(3-Benzyloxy-4-nitrobenzyl)-N-methylbenzenesulfonamide (1.09 g, 2.643 mmol) in EtOAc is added platinum oxide (60 mg). The reaction is placed under an atmosphere of H2 and stirred at RT for 50 min. Additional platinum oxide is added (60 mg) and the reaction is stirred under an atmosphere of H2 at RT for an additional 50 min. During this time, the reaction changes from a greenish brown slurry to a black slurry. The slurry is filtered through Celite to remove the catalyst and t... Reactants: C(C)(=O)NC1[C@@H]2N(C(=C(CS2=O)CO)C(=O)OC(C2=CC=CC=C2)C2=CC=CC=C2)C1=O (benzhydryl 7-acetamido-3-hydroxymethyl-3-cephem-4-carboxylate-1-oxide), CN(C=O)C (dimethylformamide), CC(=O)C.OS(=O)(=O)O.O=[Cr](=O)=O (Jones reagent). Run in CC(=O)C (acetone). Run at temperature 20 celsius, time 10 minute. Yields the product C(C)(=O)NC1[C@@H]2N(C(=C(CS2=O)C=O)C(=O)OC(C2=CC=CC=C2)C2=CC=CC=C2)C1=O (benzhydryl 7-acetamido-3-formyl-3-cephem-4-carboxylate-1-oxide). As a reaction SMILES: [C:1]([NH:4][CH:5]1[C:31](=[O:32])[N:7]2[C:8]([C:15]([O:17][CH:18]([C:25]3[CH:30]=[CH:29][CH:28]=[CH:27][CH:26]=3)[C:19]3[CH:24]=[CH:23][CH:22]=[CH:21][CH:20]=3)=[O:16])=[C:9]([CH2:13][OH:14])[CH2:10][S:11](=[O:12])[C@H:6]12)(=[O:3])[CH3:2].CN(C)C=O.CC(C)=O.OS(O)(=O)=O.O=[Cr](=O)=O>CC(C)=O>[C:1]([NH:4][CH:5]1[C:31](=[O:32])[N:7]2[C:8]([C:15]([O:17][CH:18]([C:25]3[CH:30]=[CH:29][CH:28]=[CH:27][CH:26]=3)[C:19]3[CH:20]=[CH:21][CH:22]=[CH:23][CH:24]=3)=[O:16])=[C:9]([CH:13]=[O:14])[CH2:10][S:11](=[O:12])[C@H:6]12)(=[O:3])[CH3:2] |f:2.3.4|. Procedure: To a stirred cooled (20° C.) solution containing 1.824 g. of benzhydryl 7-acetamido-3-hydroxymethyl-3-cephem-4-carboxylate-1-oxide dissolved in 35 ml. of dry dimethylformamide (DMF) mixed with 150 ml. of dry acetone there was added dropwise 4.5 ml. of Jones reagent. After stirring the mixture at 20° C. for 10 minutes the volume was reduced in vacuo to approximately one-half of the original volume, quenched with isopropanol, and poured into 100 ml. of ethyl acetate plus 100 ml. of saturated aqueo... Reactants: CC(C)O, CC(C)(C)OC(=O)n1nc(Cn2ncc3c(Oc4cc(Cl)cc(C#N)c4)c(Cl)ccc32)c2cccnc21, Cl, CN(C)C=O. Product: N#Cc1cc(Cl)cc(Oc2c(Cl)ccc3c2cnn3Cc2n[nH]c3ncccc23)c1. RXN SMILES: [CH:44]([OH:45])([CH3:46])[CH3:47].[Cl:1][c:2]1[cH:3][c:4]([C:5]#[N:6])[cH:7][c:8]([O:10][c:11]2[c:12]3[cH:13][n:14][n:15]([CH2:21][c:22]4[n:23][n:24]([C:31]([O:32][C:33]([CH3:34])([CH3:35])[CH3:36])=[O:37])[c:25]5[n:26][cH:27][cH:28][cH:29][c:30]45)[c:16]3[cH:17][cH:18][c:19]2[Cl:20])[cH:9]1.[ClH:43].[O:38]=[CH:39][N:40]([CH3:41])[CH3:42]>>[Cl:1][c:2]1[cH:3][c:4]([C:5]#[N:6])[cH:7][c:8]([O:10][c:11]2[c:12]3[cH:13][n:14][n:15]([CH2:21][c:22]4[n:23][nH:24][c:25]5[n:26][cH:27][cH:28][cH:29][c:30]45)[c:16]3[cH:17][cH:18][c:19]2[Cl:20])[cH:9]1. The reactants are OCC(CO)CCc1ccc(Br)cc1, COC(C)=O. Product: CC(=O)OCC(CO)CCc1ccc(Br)cc1. As a reaction SMILES: [Br:1][c:2]1[cH:3][cH:4][c:5]([CH2:8][CH2:9][CH:10]([CH2:11][OH:12])[CH2:13][OH:14])[cH:6][cH:7]1.[C:15]([CH3:16])(=[O:17])[O:18][CH3:19]>>[Br:1][c:2]1[cH:3][cH:4][c:5]([CH2:8][CH2:9][CH:10]([CH2:11][OH:12])[CH2:13][O:14][C:15]([CH3:16])=[O:17])[cH:6][cH:7]1. Reactants: CO, [Mg], Cc1ccc(S(=O)(=O)N2CCC(NC(=O)OC(C)(C)C)Cc3ccccc32)cc1. The product is CC(C)(C)OC(=O)NC1CCNc2ccccc2C1. Reaction SMILES: [CH3:31][OH:32].[Mg:30].[S:1]([c:2]1[cH:3][cH:4][c:5]([CH3:6])[cH:7][cH:8]1)(=[O:9])(=[O:10])[N:11]1[c:12]2[c:13]([cH:26][cH:27][cH:28][cH:29]2)[CH2:14][CH:15]([NH:18][C:19]([O:20][C:21]([CH3:22])([CH3:23])[CH3:24])=[O:25])[CH2:16][CH2:17]1>>[NH:11]1[c:12]2[c:13]([cH:26][cH:27][cH:28][cH:29]2)[CH2:14][CH:15]([NH:18][C:19]([O:20][C:21]([CH3:22])([CH3:23])[CH3:24])=[O:25])[CH2:16][CH2:17]1. Starting materials: CSc1nc2c3c(n[nH]c3n1)C(C(=O)O)CN2c1ccccc1, C1COCCO1. The product is CSc1nc2c3c(n[nH]c3n1)CCN2c1ccccc1. Reaction SMILES: [CH3:1][S:2][c:3]1[n:4][c:5]2[c:14]3[c:9]([n:10][nH:11][c:12]3[n:13]1)[CH:8]([C:15]([OH:16])=[O:17])[CH2:7][N:6]2[c:18]1[cH:19][cH:20][cH:21][cH:22][cH:23]1.[O:24]1[CH2:25][CH2:26][O:27][CH2:28][CH2:29]1>>[CH3:1][S:2][c:3]1[n:4][c:5]2[c:14]3[c:9]([n:10][nH:11][c:12]3[n:13]1)[CH2:8][CH2:7][N:6]2[c:18]1[cH:19][cH:20][cH:21][cH:22][cH:23]1.